From a dataset of the Open Reaction Database (ORD), a public repository of structured organic reaction records. describe an organic reaction: reactants, conditions, products, and yield The reactants are ClC1=NC(=CC=C1CN)Cl ((2,6dichloro-3-pyridylmethyl)amine), CNC(C[N+](=O)[O-])SC (1-methylamino-1-methylthio-2-nitroethane). Run in CCO (EtOH). The product is ClC1=NC(=CC=C1CNC(=C[N+](=O)[O-])NC)Cl (1-(2,6-Dichloro-3-pyridylmethyl)amino-1-methylamino-2-nitroethylene). The yield is 27.3%. As a reaction SMILES: [Cl:1][C:2]1[C:7]([CH2:8][NH2:9])=[CH:6][CH:5]=[C:4]([Cl:10])[N:3]=1.[CH3:11][NH:12][CH:13](SC)[CH2:14][N+:15]([O-:17])=[O:16]>CCO>[Cl:1][C:2]1[C:7]([CH2:8][NH:9][C:13]([NH:12][CH3:11])=[CH:14][N+:15]([O-:17])=[O:16])=[CH:6][CH:5]=[C:4]([Cl:10])[N:3]=1. Procedure details: A mixture of 1.2 g (0.007 mole) of (2,6dichloro-3-pyridylmethyl)amine and 1 g (0.007 mole) of 1-methylamino-1-methylthio-2-nitroethane was refluxed in 50 ml of EtOH for 6 hours. After cooling, the reaction mixture was concentrated and the resulting crystals were collected by filtration, washed with CH2Cl2 and a small amount of EtOH in that order and dried. The procedure gave 0.53 g of the title compound as a white powder. The reactants are CCCCNC(=O)c1nc(C(F)(F)F)n2c1CN(C(=O)CC(Cc1cc(F)c(F)cc1F)NC(=O)OC(C)(C)C)CC2, ClCCl, O=C(O)C(F)(F)F. Product: CCCCNC(=O)c1nc(C(F)(F)F)n2c1CN(C(=O)CC(N)Cc1cc(F)c(F)cc1F)CC2. Reaction SMILES: [C:1]([O:2][C:3](=[O:4])[NH:7][CH:8]([CH2:9][C:10](=[O:11])[N:12]1[CH2:13][c:14]2[n:15]([c:18]([C:28]([F:29])([F:30])[F:31])[n:19][c:20]2[C:21]([NH:22][CH2:23][CH2:24][CH2:25][CH3:26])=[O:27])[CH2:16][CH2:17]1)[CH2:32][c:33]1[c:34]([F:41])[cH:35][c:36]([F:40])[c:37]([F:39])[cH:38]1)([CH3:5])([CH3:6])[CH3:42].[Cl:50][CH2:51][Cl:52].[OH:43][C:44]([C:45]([F:46])([F:47])[F:48])=[O:49]>>[NH2:7][CH:8]([CH2:9][C:10](=[O:11])[N:12]1[CH2:13][c:14]2[n:15]([c:18]([C:28]([F:29])([F:30])[F:31])[n:19][c:20]2[C:21]([NH:22][CH2:23][CH2:24][CH2:25][CH3:26])=[O:27])[CH2:16][CH2:17]1)[CH2:32][c:33]1[c:34]([F:41])[cH:35][c:36]([F:40])[c:37]([F:39])[cH:38]1. Starting materials: FC=1C=C2C(=CNC2=CC1)C(=O)O (5-fluoroindole-3-carboxylic acid), NC1CCN(CC1)CC1=CC=CC=C1 (4-amino-1-benzylpiperidine), C1(CCCCC1)N=C=NC1CCCCC1 (dicyclohexylcarbodiimide). Reaction SMILES: [F:1][C:2]1[CH:3]=[C:4]2[C:8](=[CH:9][CH:10]=1)[NH:7][CH:6]=[C:5]2[C:11]([OH:13])=O.[NH2:14][CH:15]1[CH2:20][CH2:19][N:18]([CH2:21][C:22]2[CH:27]=[CH:26][CH:25]=[CH:24][CH:23]=2)[CH2:17][CH2:16]1.C1(N=C=NC2CCCCC2)CCCCC1>O1CCCC1>[CH2:21]([N:18]1[CH2:19][CH2:20][CH:15]([NH:14][C:11]([C:5]2[C:4]3[C:8](=[CH:9][CH:10]=[C:2]([F:1])[CH:3]=3)[NH:7][CH:6]=2)=[O:13])[CH2:16][CH2:17]1)[C:22]1[CH:23]=[CH:24][CH:25]=[CH:26][CH:27]=1. Solvent: O1CCCC1 (tetrahydrofuran). Procedure details: To a solution of 5.1 g of 5-fluoroindole-3-carboxylic acid in 150 ml of tetrahydrofuran were added 5.5 g of 4-amino-1-benzylpiperidine and 5.8 g of dicyclohexylcarbodiimide, and the whole mixture was refluxed under heating on a water bath for 3 hours. After completion of the reaction, the precipitated dicyclohexylurea and a part of the objective product were filtered and suspended in 200 ml of hot tetrahydrofuran. The suspension was stirred and the insoluble dicyclohexylurea was filtered off wit... Yields the product C(C1=CC=CC=C1)N1CCC(CC1)NC(=O)C1=CNC2=CC=C(C=C12)F (N-(1-benzyl-4-piperidyl)-5-fluoroindole-3-carboxamide). Yield: 83.0%. Starting materials: [Cl-].[Na+] (sodium chloride), [H-].[Na+] (sodium hydride), ClC1=CC=NC=C1C#N (4-chloronicotinonitrile), C(C)S (ethanethiol). Run at time 2 hour. Solvent: C1CCOC1 (THF). Reported procedure: 1.72 g of sodium hydride (60% oil-based) was added to a mixture of 5.0 g of 4-chloronicotinonitrile, 3 ml of ethanethiol and 36 ml of THF under ice cooling, then the mixture was stirred at room temperature for 2 hours. A saturated aqueous sodium chloride solution was poured to the reaction mixture, and the mixture was extracted with ethyl acetate. The organic layer was dried over anhydrous sodium sulfate, and then concentrated under reduced pressure. The resulting residue was applied to a silica... Product: C(C)SC1=CC=NC=C1C#N (4-ethylsulfanylnicotinonitrile). Reaction SMILES: [H-].[Na+].Cl[C:4]1[C:9]([C:10]#[N:11])=[CH:8][N:7]=[CH:6][CH:5]=1.[CH2:12]([SH:14])[CH3:13].[Cl-].[Na+]>C1COCC1>[CH2:12]([S:14][C:4]1[C:9]([C:10]#[N:11])=[CH:8][N:7]=[CH:6][CH:5]=1)[CH3:13] |f:0.1,4.5|. Starting materials: O=C([O-])[O-], COCCBr, [Cs+], [Cs+], [Na+], CN(C)C=O, Cc1ccc(N)cc1O, O=C([O-])O. Yields the product COCCOc1cc(N)ccc1C. RXN SMILES: [C:15](=[O:16])([O-:17])[O-:18].[CH3:10][O:11][CH2:12][CH2:13][Br:14].[Cs+:19].[Cs+:20].[Na+:21].[O:26]=[CH:27][N:28]([CH3:29])[CH3:30].[OH:1][c:2]1[cH:3][c:4]([NH2:5])[cH:6][cH:7][c:8]1[CH3:9].[OH:22][C:23](=[O:24])[O-:25]>>[O:1]([c:2]1[cH:3][c:4]([NH2:5])[cH:6][cH:7][c:8]1[CH3:9])[CH2:13][CH2:12][O:11][CH3:10]. Starting materials: C(C)(=O)C=1C(=NC(=NC1C)C1=CC=CC=C1)C1=CC(=CC=C1)[N+](=O)[O-] (5-acetyl-6-methyl-4-(3-nitrophenyl)-2-phenylpyrimidine), Br[O-].[Na+] (sodium hypobromite), S([O-])(O)=O.[Na+] (sodium bisulfite). Solvent: O1CCCC1 (tetrahydrofuran). Reaction conditions: time 2 hour. Product: CC1=C(C(=NC(=N1)C1=CC=CC=C1)C1=CC(=CC=C1)[N+](=O)[O-])C(=O)O (6-methyl-4-(3-nitrophenyl)-2-phenyl-5-pyrimidinecarboxylic acid). Reaction SMILES: [C:1]([C:4]1[C:5]([C:17]2[CH:22]=[CH:21][CH:20]=[C:19]([N+:23]([O-:25])=[O:24])[CH:18]=2)=[N:6][C:7]([C:11]2[CH:16]=[CH:15][CH:14]=[CH:13][CH:12]=2)=[N:8][C:9]=1[CH3:10])(=[O:3])C.Br[O-].[Na+].S(=O)(O)[O-:30].[Na+]>O1CCCC1>[CH3:10][C:9]1[N:8]=[C:7]([C:11]2[CH:16]=[CH:15][CH:14]=[CH:13][CH:12]=2)[N:6]=[C:5]([C:17]2[CH:22]=[CH:21][CH:20]=[C:19]([N+:23]([O-:25])=[O:24])[CH:18]=2)[C:4]=1[C:1]([OH:30])=[O:3] |f:1.2,3.4|. Procedure: A mixture of 5-acetyl-6-methyl-4-(3-nitrophenyl)-2-phenylpyrimidine (1.5 g), tetrahydrofuran (70 ml), sodium hypobromite (70 ml) was stirred for 2 hours at ambient temperature. To the mixture was added an aqueous sodium bisulfite solution. The mixture was washed with diethyl ether (100 ml) and the aqueous solution was acidified to pH 3.0 with 10% hydrochloric acid. The resultant crystals were collected by filtration to give 0.80 g of 6-methyl-4-(3-nitrophenyl)-2-phenyl-5-pyrimidinecarboxylic aci... Reactants: COC(=O)C=1C=NN2C1N=C(C(=C2)C2=C(C=C(C=C2)F)F)Cl (5-Chloro-6-(2,4-difluorophenyl)pyrazolo[1,5-a]pyrimidine-3-carboxylic acid methyl ester), C(=O)([O-])[O-].[Na+].[Na+] (Na2CO3), C(=O)C1=CC=C(C=C1)B(O)O (4-formylphenylboronic acid). Reagents/catalysts: C1=CC=C(C=C1)P([C-]2C=CC=C2)C3=CC=CC=C3.C1=CC=C(C=C1)P([C-]2C=CC=C2)C3=CC=CC=C3.Cl[Pd]Cl.[Fe+2] (1,1′-bis(diphenylphosphino)ferrocenedichloropalladium(II)). Solvent: C(OC)COC (dimethoxyethane). Run at temperature 90 celsius. The product is COC(=O)C=1C=NN2C1N=C(C(=C2)C2=C(C=C(C=C2)F)F)C2=CC=C(C=C2)C=O (6-(2,4-difluorophenyl)-5-(4-formylphenyl)-pyrazolo[1,5-a]pyrimidine-3-carboxylic acid methyl ester). The yield is 44.1%. As a reaction SMILES: [CH3:1][O:2][C:3]([C:5]1[CH:6]=[N:7][N:8]2[CH:13]=[C:12]([C:14]3[CH:19]=[CH:18][C:17]([F:20])=[CH:16][C:15]=3[F:21])[C:11](Cl)=[N:10][C:9]=12)=[O:4].C([O-])([O-])=O.[Na+].[Na+].[CH:29]([C:31]1[CH:36]=[CH:35][C:34](B(O)O)=[CH:33][CH:32]=1)=[O:30]>C(COC)OC.C1C=CC(P(C2C=CC=CC=2)[C-]2C=CC=C2)=CC=1.C1C=CC(P(C2C=CC=CC=2)[C-]2C=CC=C2)=CC=1.Cl[Pd]Cl.[Fe+2]>[CH3:1][O:2][C:3]([C:5]1[CH:6]=[N:7][N:8]2[CH:13]=[C:12]([C:14]3[CH:19]=[CH:18][C:17]([F:20])=[CH:16][C:15]=3[F:21])[C:11]([C:34]3[CH:35]=[CH:36][C:31]([CH:29]=[O:30])=[CH:32][CH:33]=3)=[N:10][C:9]=12)=[O:4] |f:1.2.3,6.7.8.9|. Procedure: 130 mg (0.4 mmol) 5-Chloro-6-(2,4-difluorophenyl)pyrazolo[1,5-a]pyrimidine-3-carboxylic acid methyl ester are given in 1.4 mL dimethoxyethane (no complete dissolution). 0.8 mL Na2CO3 solution (10%) and 66 mg (0.44 mmol) 4-formylphenylboronic acid are added. After addition of 15 mg (0.02 mmol) 1,1′-bis(diphenylphosphino)ferrocenedichloropalladium(II) the reaction mixture is purged 3× with argon and heated at 90° C. for 18 hours (complete dissolution). The reaction mixture is cooled down, treated ... The reactants are N#Cc1cccc(C(=O)CBr)c1, CCOC(C)=O, O=C(OC1CN2CCC1CC2)C(Nc1ccccc1)c1ccccc1. Product: [Br-], N#Cc1cccc(C(=O)C[N+]23CCC(CC2)C(OC(=O)C(Nc2ccccc2)c2ccccc2)C3)c1. Reaction SMILES: [Br:1][CH2:2][C:3](=[O:4])[c:5]1[cH:6][c:7]([C:8]#[N:9])[cH:10][cH:11][cH:12]1.[CH3:38][CH2:39][O:40][C:41]([CH3:42])=[O:43].[c:13]1([CH:19]([C:20](=[O:21])[O:22][CH:23]2[CH2:24][N:25]3[CH2:26][CH2:27][CH:28]2[CH2:29][CH2:30]3)[NH:31][c:32]2[cH:33][cH:34][cH:35][cH:36][cH:37]2)[cH:14][cH:15][cH:16][cH:17][cH:18]1>>[Br-:1].[CH2:2]([C:3](=[O:4])[c:5]1[cH:6][c:7]([C:8]#[N:9])[cH:10][cH:11][cH:12]1)[N+:25]12[CH2:24][CH:23]([O:22][C:20]([CH:19]([c:13]3[cH:14][cH:15][cH:16][cH:17][cH:18]3)[NH:31][c:32]3[cH:33][cH:34][cH:35][cH:36][cH:37]3)=[O:21])[CH:28]([CH2:27][CH2:26]1)[CH2:29][CH2:30]2.